This data is from the Open Reaction Database (ORD), a public repository of structured organic reaction records. The task is: describe an organic reaction: reactants, conditions, products, and yield The reactants are C(CC(C)C)I (isoamyliodide), C1=NC=CC2=CC=CC=C12 (isoquinoline). The solvent is C(C)O (ethanol). The product is [I-].C(CC(C)C)[N+]1=CC2=CC=CC=C2C=C1 (N-isoamylisoquinolinium iodide). The yield is 91.0%. As a reaction SMILES: [CH2:1]([I:6])[CH2:2][CH:3]([CH3:5])[CH3:4].[CH:7]1[C:16]2[C:11](=[CH:12][CH:13]=[CH:14][CH:15]=2)[CH:10]=[CH:9][N:8]=1>C(O)C>[I-:6].[CH2:1]([N+:8]1[CH:9]=[CH:10][C:11]2[C:16](=[CH:15][CH:14]=[CH:13][CH:12]=2)[CH:7]=1)[CH2:2][CH:3]([CH3:5])[CH3:4] |f:3.4|. Procedure: To 15.3 g of isoamyliodide and 10 g of isoquinoline placed in a four-necked flask equipped with a reflux condenser and mechanical stirrer was added 30 ml of ethanol. The mixture was reacted for 3 hours under reflux. When the reaction was completed, ethanol was removed from the reaction mixture under reduced pressure, the residue was washed 2-times with 45 ml of ethyl ether. 23.0 g of N-isoamylisoquinolinium iodide was obtained as yellow crystals. Subsequently, into a four-necked flask equipped w... Product: C=CC(=O)C(=C)c1ccc(OC)c(OCC)c1. The reactants are C=CC(O)C(=C)c1ccc(OC)c(OCC)c1, O=[Mn]=O. Reaction SMILES: [CH2:1]([CH3:2])[O:3][c:4]1[cH:5][c:6]([C:12](=[CH2:13])[CH:14]([CH:15]=[CH2:16])[OH:17])[cH:7][cH:8][c:9]1[O:10][CH3:11].[O:18]=[Mn:19]=[O:20]>>[CH2:1]([CH3:2])[O:3][c:4]1[cH:5][c:6]([C:12](=[CH2:13])[C:14]([CH:15]=[CH2:16])=[O:17])[cH:7][cH:8][c:9]1[O:10][CH3:11].